Dataset: the Open Reaction Database (ORD), a public repository of structured organic reaction records. Task: describe an organic reaction: reactants, conditions, products, and yield Isolated yield 36.0%. Procedure details: 147.5 mg (0.50 mmol) of methyl (2S,3S)-3-t-butoxycarbonylamino-3-phenyl-2-hydroxypropionate and 2.5 cm3 of anhydrous toluene are introduced, under an argon atmosphere, into a 10 cm3 round-bottomed flask equipped with a magnetic stirrer system. 10 grains of 4 Åmolecular sieve, 188.5 μl (144.2 mg, 2.0 mmol) of 2-methoxypropene and 12.5 mg (0.05 mmol) of pyridinium p-toluenesulphonate are then added to the suspension obtained. The mixture is allowed to react for 1 hour at a temperature in the regio... Run at temperature 120 celsius. RXN SMILES: [C:1]([O:5][C:6]([NH:8][C@@H:9]([C:16]1[CH:21]=[CH:20][CH:19]=[CH:18][CH:17]=1)[C@H:10]([OH:15])[C:11]([O:13][CH3:14])=[O:12])=[O:7])([CH3:4])([CH3:3])[CH3:2].[C:22]1(C)[CH:27]=CC=C[CH:23]=1.COC(C)=C.C1(C)C=CC(S([O-])(=O)=O)=CC=1.[NH+]1C=CC=CC=1>ClCCl>[C:1]([O:5][C:6]([N:8]1[C@@H:9]([C:16]2[CH:17]=[CH:18][CH:19]=[CH:20][CH:21]=2)[C@@H:10]([C:11]([O:13][CH3:14])=[O:12])[O:15][C:22]1([CH3:27])[CH3:23])=[O:7])([CH3:4])([CH3:2])[CH3:3] |f:3.4|. Yields the product C(C)(C)(C)OC(=O)N1C(O[C@@H]([C@@H]1C1=CC=CC=C1)C(=O)OC)(C)C ((4S,5S)-3-t-butoxycarbonyl-2,2-dimethyl-4-phenyl-5-methoxycarbonyl-1,3-oxazolidine). Starting materials: C(C)(C)(C)OC(=O)N[C@H]([C@@H](C(=O)OC)O)C1=CC=CC=C1 (methyl (2S,3S)-3-t-butoxycarbonylamino-3-phenyl-2-hydroxypropionate), C1(=CC=CC=C1)C (toluene), COC(=C)C (2-methoxypropene), C1(=CC=C(C=C1)S(=O)(=O)[O-])C.[NH+]1=CC=CC=C1 (pyridinium p-toluenesulphonate). Run in ClCCl (dichloromethane). As a reaction SMILES: [C:21]12=[C:25]([CH2:24][NH:23][CH2:22]1)[CH2:26][NH:27][CH2:28]2.[CH3:40][C:41]#[N:42].[CH:1]1([n:4]2[cH:5][c:6]([C:18](=[O:19])[OH:20])[c:7](=[O:17])[c:8]3[cH:9][c:10]([F:16])[c:11]([F:15])[c:12]([F:14])[c:13]23)[CH2:2][CH2:3]1.[N:29]12[CH2:30][CH2:31][CH2:32][N:33]=[C:34]1[CH2:35][CH2:36][CH2:37][CH2:38][CH2:39]2>>[CH:1]1([n:4]2[cH:5][c:6]([C:18](=[O:19])[OH:20])[c:7](=[O:17])[c:8]3[cH:9][c:10]([F:16])[c:11]([N:23]4[CH2:22][C:21]5=[C:25]([CH2:24]4)[CH2:26][NH:27][CH2:28]5)[c:12]([F:14])[c:13]23)[CH2:2][CH2:3]1. The reactants are C1NCC2=C1CNC2, CC#N, O=C(O)c1cn(C2CC2)c2c(F)c(F)c(F)cc2c1=O, C1CCC2=NCCCN2CC1. Product: O=C(O)c1cn(C2CC2)c2c(F)c(N3CC4=C(CNC4)C3)c(F)cc2c1=O. Reactants: COCCOC (1,2-dimethoxyethane), C([O-])([O-])=O.[Na+].[Na+] (sodium carbonate), C1(CCCC1)N1CCC(CC1)OC1=NC=C(C=N1)Br (2-(1-cyclopentylpiperidin-4-yloxy)-5-bromopyrimidine), N1(CCCC1)C(=O)C1=CC=C(C=C1)B(O)O (4-(pyrrolidin-1-ylcarbonyl)phenylboronic acid). The reagents and catalysts are C=1C=CC(=CC1)[P](C=2C=CC=CC2)(C=3C=CC=CC3)[Pd]([P](C=4C=CC=CC4)(C=5C=CC=CC5)C=6C=CC=CC6)([P](C=7C=CC=CC7)(C=8C=CC=CC8)C=9C=CC=CC9)[P](C=1C=CC=CC1)(C=1C=CC=CC1)C=1C=CC=CC1 (tetrakis(triphenylphosphine)palladium(0)). Run in O (water). Reaction conditions: temperature 80 celsius, time 20 hour. The product is C1(CCCC1)N1CCC(CC1)OC1=NC=C(C=N1)C1=CC=C(C=C1)C(=O)N1CCCC1 (2-(1-cyclopentylpiperidin-4-yloxy)-5-{4-(pyrrolidin-1-ylcarbonyl)phenyl}pyrimidine). Isolated yield 475.6%. As a reaction SMILES: COCCOC.C(=O)([O-])[O-].[Na+].[Na+].[CH:13]1([N:18]2[CH2:23][CH2:22][CH:21]([O:24][C:25]3[N:30]=[CH:29][C:28](Br)=[CH:27][N:26]=3)[CH2:20][CH2:19]2)[CH2:17][CH2:16][CH2:15][CH2:14]1.[N:32]1([C:37]([C:39]2[CH:44]=[CH:43][C:42](B(O)O)=[CH:41][CH:40]=2)=[O:38])[CH2:36][CH2:35][CH2:34][CH2:33]1>C1C=CC([P]([Pd]([P](C2C=CC=CC=2)(C2C=CC=CC=2)C2C=CC=CC=2)([P](C2C=CC=CC=2)(C2C=CC=CC=2)C2C=CC=CC=2)[P](C2C=CC=CC=2)(C2C=CC=CC=2)C2C=CC=CC=2)(C2C=CC=CC=2)C2C=CC=CC=2)=CC=1.O>[CH:13]1([N:18]2[CH2:23][CH2:22][CH:21]([O:24][C:25]3[N:30]=[CH:29][C:28]([C:42]4[CH:41]=[CH:40][C:39]([C:37]([N:32]5[CH2:33][CH2:34][CH2:35][CH2:36]5)=[O:38])=[CH:44][CH:43]=4)=[CH:27][N:26]=3)[CH2:20][CH2:19]2)[CH2:17][CH2:16][CH2:15][CH2:14]1 |f:1.2.3,^1:51,53,72,91|. Procedure: 1,2-dimethoxyethane (3.0 ml) and aqueous 2 N sodium carbonate solution (1.0 ml) were added to 2-(1-cyclopentylpiperidin-4-yloxy)-5-bromopyrimidine (176 mg, 0.54 mmol), and then 4-(pyrrolidin-1-ylcarbonyl)phenylboronic acid (142 mg, 0.065 mmol) and tetrakis(triphenylphosphine)palladium(0) (30 mg, 0.026 mmol) were added thereto and stirred in a nitrogen atmosphere at 80° C. for 20 hours. The reaction mixture was cooled to room temperature, and water was added to it and extracted with ethyl acetate... Reactants: C(C)(C)N(CC)C(C)C (Diisopropylethylamine), Cl.Cl.CN(CCCNC(CCCCCCCCCCCN)=O)C (12-Aminododecanoic acid (3-dimethylaminopropyl)amide dihydrochloride), I.NC=1C(=NC(=C(N1)N)Cl)C(=O)NC(SC)=N (1-(3,5-diamino-6-chloropyrazine-2-carbonyl)-2-methylisothiourea hydriodide). The solvent is C(C)O (ethanol). Reaction conditions: temperature 70 celsius, time 5 minute. Yields the product CN(CCCNC(CCCCCCCCCCCNC(=NC(=O)C1=NC(=C(N=C1N)N)Cl)N)=O)C (12-[N′-(3,5-diamino-6-chloropyrazine-2-carbonyl)guanidino]dodecanoic acid (3-dimethylaminopropyl)amide). Yield: 62.1%. As a reaction SMILES: C(N(C(C)C)CC)(C)C.Cl.Cl.[CH3:12][N:13]([CH3:32])[CH2:14][CH2:15][CH2:16][NH:17][C:18](=[O:31])[CH2:19][CH2:20][CH2:21][CH2:22][CH2:23][CH2:24][CH2:25][CH2:26][CH2:27][CH2:28][CH2:29][NH2:30].I.[NH2:34][C:35]1[C:36]([C:43]([NH:45][C:46](=[NH:49])SC)=[O:44])=[N:37][C:38]([Cl:42])=[C:39]([NH2:41])[N:40]=1>C(O)C>[CH3:32][N:13]([CH3:12])[CH2:14][CH2:15][CH2:16][NH:17][C:18](=[O:31])[CH2:19][CH2:20][CH2:21][CH2:22][CH2:23][CH2:24][CH2:25][CH2:26][CH2:27][CH2:28][CH2:29][NH:30][C:46]([NH2:49])=[N:45][C:43]([C:36]1[C:35]([NH2:34])=[N:40][C:39]([NH2:41])=[C:38]([Cl:42])[N:37]=1)=[O:44] |f:1.2.3,4.5|. Reported procedure: Diisopropylethylamine (0.23 mL, 1.31 mmol) was added to a suspension of 12-amino-dodecanoic acid (3-dimethylaminopropyl)amide dihydrochloride (5) (0.081 g, 0.22 mmol) in absolute ethanol (5 mL). The mixture became homogeneous. It was stirred at 70° C. (oil bath) for 5 min and then 1-(3,5-diamino-6-chloropyrazine-2-carbonyl)-2-methylisothiourea hydriodide (0.093 g, 0.24 mmol) was added in one portion. The reaction mixture was stirred at this temperature for 3 hours and cooled to room temperature.... Starting materials: ClCCl, CC(C)(C)OC(=O)N1CCN(Cc2ccc(Cl)cc2)CC1, O=C(O)C(F)(F)F. Yields the product Clc1ccc(CN2CCNCC2)cc1. RXN SMILES: [CH2:29]([Cl:30])[Cl:31].[Cl:8][c:9]1[cH:10][cH:11][c:12]([CH2:13][N:14]2[CH2:15][CH2:16][N:17]([C:20]([O:21][C:22]([CH3:23])([CH3:24])[CH3:25])=[O:26])[CH2:18][CH2:19]2)[cH:27][cH:28]1.[OH:1][C:2]([C:3]([F:4])([F:5])[F:6])=[O:7]>>[Cl:8][c:9]1[cH:10][cH:11][c:12]([CH2:13][N:14]2[CH2:15][CH2:16][NH:17][CH2:18][CH2:19]2)[cH:27][cH:28]1. Starting materials: CCCC[N+](CCCC)(CCCC)CCCC, COc1cc(O)cc(OC)c1, [Cl-], O=c1c(Cl)nsnc1Cl, ClCCl, [Na+], [OH-], O. Yields the product COc1cc(OC)cc(-c2nsnc(Cl)c2=O)c1. RXN SMILES: [CH2:28]([N+:29]([CH2:30][CH2:31][CH2:32][CH3:33])([CH2:34][CH2:35][CH2:36][CH3:37])[CH2:38][CH2:39][CH2:40][CH3:41])[CH2:42][CH2:43][CH3:44].[CH3:11][O:12][c:13]1[cH:14][c:15]([OH:21])[cH:16][c:17]([O:19][CH3:20])[cH:18]1.[Cl-:27].[Cl:1][c:2]1[n:3][s:4][n:5][c:6]([Cl:9])[c:7]1=[O:8].[Cl:24][CH2:25][Cl:26].[Na+:23].[OH-:22].[OH2:10]>>[Cl:1][c:2]1[n:3][s:4][n:5][c:6](-[c:15]2[cH:14][c:13]([O:12][CH3:11])[cH:18][c:17]([O:19][CH3:20])[cH:16]2)[c:7]1=[O:8]. The reactants are O=C([O-])[O-], c1ccc2c(c1)CCCN2, CC(C)=O, [K+], [K+], O=C(Cl)c1ccc([N+](=O)[O-])cc1, O. Yields the product O=C(c1ccc([N+](=O)[O-])cc1)N1CCCc2ccccc21. RXN SMILES: [C:11](=[O:12])([O-:13])[O-:14].[CH2:1]1[CH2:2][NH:3][c:4]2[cH:5][cH:6][cH:7][cH:8][c:9]2[CH2:10]1.[CH3:29][C:30](=[O:31])[CH3:32].[K+:15].[K+:16].[N+:17](=[O:18])([O-:19])[c:20]1[cH:21][cH:22][c:23]([C:24](=[O:25])[Cl:26])[cH:27][cH:28]1.[OH2:33]>>[CH2:1]1[CH2:2][N:3]([C:24]([c:23]2[cH:22][cH:21][c:20]([N+:17](=[O:18])[O-:19])[cH:28][cH:27]2)=[O:25])[c:4]2[cH:5][cH:6][cH:7][cH:8][c:9]2[CH2:10]1. The reactants are CC(Oc1nc(-c2ccc(C(=O)O)cc2)cnc1N)c1c(Cl)ccc(F)c1Cl, NCC(O)CN1CCCC1. Product: CC(Oc1nc(-c2ccc(C(=O)NCC(O)CN3CCCC3)cc2)cnc1N)c1c(Cl)ccc(F)c1Cl. Reaction SMILES: [NH2:1][c:2]1[n:3][cH:4][c:5](-[c:20]2[cH:21][cH:22][c:23]([C:24](=[O:25])[OH:26])[cH:27][cH:28]2)[n:6][c:7]1[O:8][CH:9]([CH3:10])[c:11]1[c:12]([Cl:19])[c:13]([F:18])[cH:14][cH:15][c:16]1[Cl:17].[OH:29][CH:30]([CH2:31][NH2:32])[CH2:33][N:34]1[CH2:35][CH2:36][CH2:37][CH2:38]1>>[NH2:1][c:2]1[n:3][cH:4][c:5](-[c:20]2[cH:21][cH:22][c:23]([C:24](=[O:26])[NH:32][CH2:31][CH:30]([OH:29])[CH2:33][N:34]3[CH2:35][CH2:36][CH2:37][CH2:38]3)[cH:27][cH:28]2)[n:6][c:7]1[O:8][CH:9]([CH3:10])[c:11]1[c:12]([Cl:19])[c:13]([F:18])[cH:14][cH:15][c:16]1[Cl:17]. Reaction conditions: temperature 60 celsius, time 1 hour. Reactants: O (water), OC=1C=2N(C=CC1)C(=C(N2)C)C(=O)OCC (ethyl 8-hydroxy-2-methylimidazo[1,2-a]pyridine-3-carboxylate), FC1=C(CBr)C=CC=C1F (2,3-difluorobenzylbromide), C([O-])([O-])=O.[K+].[K+] (potassium carbonate). Yields the product FC1=C(COC=2C=3N(C=CC2)C(=C(N3)C)C(=O)OCC)C=CC=C1F (ethyl 8-[(2,3-difluorobenzyl)oxy]-2-methylimidazo[1,2-a]pyridine-3-carboxylate). RXN SMILES: [OH:1][C:2]1[C:3]2[N:4]([C:8]([C:12]([O:14][CH2:15][CH3:16])=[O:13])=[C:9]([CH3:11])[N:10]=2)[CH:5]=[CH:6][CH:7]=1.[F:17][C:18]1[C:25]([F:26])=[CH:24][CH:23]=[CH:22][C:19]=1[CH2:20]Br.C(=O)([O-])[O-].[K+].[K+].O>CN(C)C=O>[F:17][C:18]1[C:25]([F:26])=[CH:24][CH:23]=[CH:22][C:19]=1[CH2:20][O:1][C:2]1[C:3]2[N:4]([C:8]([C:12]([O:14][CH2:15][CH3:16])=[O:13])=[C:9]([CH3:11])[N:10]=2)[CH:5]=[CH:6][CH:7]=1 |f:2.3.4|. The solvent is CN(C=O)C (N,N-dimethylformamide). Reported procedure: A suspension of 500 mg of ethyl 8-hydroxy-2-methylimidazo[1,2-a]pyridine-3-carboxylate, 0.35 ml of 2,3-difluorobenzylbromide, and 650 mg of potassium carbonate in 8.6 ml of N,N-dimethylformamide (DMF) was stirred at 60° C. for 1 hour. The reaction mixture was left to be cooled to room temperature and water was then added thereto. The resulting solid was collected by filtration and washed with water. The solid was washed with diisopropyl ether to obtain 650 mg of ethyl 8-[(2,3-difluorobenzyl)oxy]... Starting materials: CCO, CC(O)C(=O)O, O, Cc1[nH]c2ccccc2c1CCNCc1ccc(C=CC(=O)NO)cc1. The product is CC(O)C(=O)O, Cc1[nH]c2ccccc2c1CCNCc1ccc(C=CC(=O)NO)cc1. RXN SMILES: [CH2:34]([OH:35])[CH3:36].[CH3:27][CH:28]([OH:29])[C:30]([OH:31])=[O:32].[OH2:33].[OH:1][NH:2][C:3]([CH:4]=[CH:5][c:6]1[cH:7][cH:8][c:9]([CH2:12][NH:13][CH2:14][CH2:15][c:16]2[c:17]([CH3:25])[nH:18][c:19]3[cH:20][cH:21][cH:22][cH:23][c:24]23)[cH:10][cH:11]1)=[O:26]>>[CH3:27][CH:28]([OH:29])[C:30](=[O:31])[OH:32].[OH:1][NH:2][C:3]([CH:4]=[CH:5][c:6]1[cH:7][cH:8][c:9]([CH2:12][NH:13][CH2:14][CH2:15][c:16]2[c:17]([CH3:25])[nH:18][c:19]3[cH:20][cH:21][cH:22][cH:23][c:24]23)[cH:10][cH:11]1)=[O:26].